From a dataset of the Open Reaction Database (ORD), a public repository of structured organic reaction records. describe an organic reaction: reactants, conditions, products, and yield The reactants are C(C)(=O)OC(C)=O (acetic anhydride), P12(=S)SP3(=S)SP(=S)(S1)SP(=S)(S2)S3 (phosphorus pentasulfide), F[C@H]1C[C@@H](O[C@@H]1CO)N1C(=O)NC(=O)C=C1 (1-(2,3-Dideoxy-3-fluoro-β-D-ribofuranosyl)-uracil), P12(=S)SP3(=S)SP(=S)(S1)SP(=S)(S2)S3 (phosphorus pentasulfide). Solvent: N1=CC=CC=C1 (pyridine), N1=CC=CC=C1 (pyridine). Reaction conditions: time 8 hour. Yields the product C(C)(=O)OC[C@@H]1[C@H](C[C@@H](O1)N1C(=O)NC(=S)C=C1)F (1-(5-O-Acetyl-2,3-dideoxy-3-fluoro-β-D-ribofuranosyl)-4-thiouracil). Reaction SMILES: [F:1][C@@H:2]1[C@@H:6]([CH2:7][OH:8])[O:5][C@@H:4]([N:9]2[CH:16]=[CH:15][C:13](=O)[NH:12][C:10]2=[O:11])[CH2:3]1.[C:17]([O:20]C(=O)C)(=O)[CH3:18].P12(SP3(SP(SP(S3)(S1)=S)(=S)S2)=S)=[S:25]>N1C=CC=CC=1>[C:17]([O:8][CH2:7][C@H:6]1[O:5][C@@H:4]([N:9]2[CH:16]=[CH:15][C:13](=[S:25])[NH:12][C:10]2=[O:11])[CH2:3][C@@H:2]1[F:1])(=[O:20])[CH3:18]. Procedure details: 1-(2,3-Dideoxy-3-fluoro-β-D-ribofuranosyl)-uracil (1.3 mmoles) is dissolved in 45 mL of pyridine and treated with 1.1 mL of acetic anhydride. The reaction mixture is allowed to stand overnight at room temperature. The solution is concentrated, the residue dissolved in toluene and evaporated to dryness once more. The process is repeated several times. The residue, finally obtained, is dissolved in 80 mL of pyridine, mixed with 3.9 mmoles of phosphorus pentasulfide and refluxed for 6 hours. After ... Reactants: Cl.N1C=NC2=C1C=CC(=C2)C2=CN=C1C(=N2)N(C(N1)=O)CC1CCOCC1 (6-(1H-Benzo[d]imidazol-5-yl)-1-((tetrahydro-2H-pyran-4-yl)methyl)-1H-imidazo[4,5-b]pyrazin-2(3H)-one hydrochloride), hydrochloride salt, C[Sn](C1=CC2=C(NC(=N2)C(=O)OC(C)(C)C)C=C1)(C)C (tert-Butyl 5-(trimethylstannyl)-1H-benzo[d]imidazole-2-carboxylate), BrC1=CN=C2C(=N1)N(C(N2)=O)CC2CCOCC2 (6-bromo-1-((tetrahydro-2H-pyran-4-yl)methyl)-1H-imidazo[4,5-b]pyrazin-2(3H)-one). Reagents/catalysts: Cl[Pd]([P](C1=CC=CC=C1)(C2=CC=CC=C2)C3=CC=CC=C3)([P](C4=CC=CC=C4)(C5=CC=CC=C5)C6=CC=CC=C6)Cl (dichlorobis(triphenylphosphine)palladium(II)). The solvent is CN(C)C=O (DMF). Product: N1C=NC2=C1C=CC(=C2)C2=CN=C1C(=N2)N(C(N1)=O)CC1CCOCC1 (6-(1H-benzo[d]imidazol-5-yl)-1-((tetrahydro-2H-pyran-4-yl)methyl)-1H-imidazo[4,5-b]pyrazin-2(3H)-one). Isolated yield 10.0%. As a reaction SMILES: Cl.[NH:2]1[C:6]2[CH:7]=[CH:8][C:9]([C:11]3[N:16]=[C:15]4[N:17]([CH2:21][CH:22]5[CH2:27][CH2:26][O:25][CH2:24][CH2:23]5)[C:18](=[O:20])[NH:19][C:14]4=[N:13][CH:12]=3)=[CH:10][C:5]=2[N:4]=[CH:3]1.C[Sn](C)(C)C1C=CC2NC(C(OC(C)(C)C)=O)=NC=2C=1.BrC1N=C2N(CC3CCOCC3)C(=O)NC2=NC=1>CN(C=O)C.Cl[Pd](Cl)([P](C1C=CC=CC=1)(C1C=CC=CC=1)C1C=CC=CC=1)[P](C1C=CC=CC=1)(C1C=CC=CC=1)C1C=CC=CC=1>[NH:2]1[C:6]2[CH:7]=[CH:8][C:9]([C:11]3[N:16]=[C:15]4[N:17]([CH2:21][CH:22]5[CH2:27][CH2:26][O:25][CH2:24][CH2:23]5)[C:18](=[O:20])[NH:19][C:14]4=[N:13][CH:12]=3)=[CH:10][C:5]=2[N:4]=[CH:3]1 |f:0.1,^1:73,92|. Procedure: 6-(1H-Benzo[d]imidazol-5-yl)-1-((tetrahydro-2H-pyran-4-yl)methyl)-1H-imidazo[4,5-b]pyrazin-2(3H)-one hydrochloride. tert-Butyl 5-(trimethylstannyl)-1H-benzo[d]imidazole-2-carboxylate (640 mg, 1.7 mmol), 6-bromo-1-((tetrahydro-2H-pyran-4-yl)methyl)-1H-imidazo[4,5-b]pyrazin-2(3H)-one (See Example 101.B) (420 mg, 1.3 mmol), dichlorobis(triphenylphosphine)palladium(II) (90 mg, 0.13 mmol) in DMF (25 mL) were reacted for 1.5 h at 90° C. The product was purified by reverse-phase semi-preparatory HPLC (... The reactants are [OH-].[K+] (potassium hydroxide), ClC=1C=C(C=CC1OC(=O)OCC)C(C(C)NC(OCC)=O)=O (ethyl N-[2-(3-chloro-4-ethoxycarbonyloxyphenyl)-1-methyl-2-oxoethyl]carbamate), [OH-].[K+] (potassium hydroxide). Solvent: CO (methanol), O (water), O (water), CO (methanol). Run at time 20 minute. The product is ClC=1C=C(C=CC1O)C(C(C)NC(OCC)=O)=O (Ethyl N-[2-(3-chloro-4-hydroxyphenyl)-1-methyl-2-oxoethyl]carbamate). Yield: 71.2%. As a reaction SMILES: [OH-].[K+].[Cl:3][C:4]1[CH:5]=[C:6]([C:16](=[O:25])[CH:17]([NH:19][C:20](=[O:24])[O:21][CH2:22][CH3:23])[CH3:18])[CH:7]=[CH:8][C:9]=1[O:10]C(OCC)=O>O.CO>[Cl:3][C:4]1[CH:5]=[C:6]([C:16](=[O:25])[CH:17]([NH:19][C:20](=[O:24])[O:21][CH2:22][CH3:23])[CH3:18])[CH:7]=[CH:8][C:9]=1[OH:10] |f:0.1|. Procedure: A solution of 12.50 g of 85% potassium hydroxide (i.e. potassium hydroxide of purity about 85%, of which the main impurity is water) dissolved in a mixture of 20 ml of water and 30 ml of methanol was added dropwise, whilst ice-cooling, to a solution of 10.87 g of ethyl N-[2-(3-chloro-4-ethoxycarbonyloxyphenyl)-1-methyl-2-oxoethyl]carbamate [prepared as described in step (a) above] in 130 ml of methanol over a period of 5 minutes. The mixture was then stireed at room temperature for 20 minutes. A...